From a dataset of the Open Reaction Database (ORD), a public repository of structured organic reaction records. describe an organic reaction: reactants, conditions, products, and yield The reactants are [Br-], C1CCOC1, C[Mg+], CON(C)C(=O)C1=CC2SC=CC2S1. As a reaction SMILES: [Br-:15].[CH2:18]1[O:19][CH2:20][CH2:21][CH2:22]1.[CH3:16][Mg+:17].[CH3:1][O:2][N:3]([C:4](=[O:5])[C:6]1=[CH:7][CH:8]2[CH:9]([S:10]1)[CH:11]=[CH:12][S:13]2)[CH3:14]>>[C:4](=[O:5])([C:6]1=[CH:7][CH:8]2[CH:9]([S:10]1)[CH:11]=[CH:12][S:13]2)[CH3:16]. The product is CC(=O)C1=CC2SC=CC2S1. Starting materials: ClC1=C(C=O)C=CC(=C1O)OC (2-chloro-3-hydroxy-p-anisaldehyde), C(C)(=O)OC(C)=O (acetic anhydride). The solvent is N1=CC=CC=C1 (pyridine). Conditions: time 8 hour. Product: C(C)(=O)OC1=C(C(=CC=C1OC)C=O)Cl (2-chloro-3-formyl-6-methoxyphenyl acetate). As a reaction SMILES: [Cl:1][C:2]1[C:9]([OH:10])=[C:8]([O:11][CH3:12])[CH:7]=[CH:6][C:3]=1[CH:4]=[O:5].[C:13](OC(=O)C)(=[O:15])[CH3:14]>N1C=CC=CC=1>[C:13]([O:10][C:9]1[C:8]([O:11][CH3:12])=[CH:7][CH:6]=[C:3]([CH:4]=[O:5])[C:2]=1[Cl:1])(=[O:15])[CH3:14]. Procedure details: 26.0 g of 2-chloro-3-hydroxy-p-anisaldehyde are dissolved in 400 ml of acetic anhydride and 5 ml of pyridine. The solution is stirred at 80° for 8 hours, subsequently evaporated, the residue is partitioned between ice-water and methylene chloride, the organic phase is dried over sodium sulfate, evaporated and the residue is recrystallized from methylene chloride/petroleum ether. There is obtained 2-chloro-3-formyl-6-methoxyphenyl acetate of m.p. 48°-50°.